This data is from the Open Reaction Database (ORD), a public repository of structured organic reaction records. The task is: describe an organic reaction: reactants, conditions, products, and yield Starting materials: O=C([O-])[O-], CC1(C)OB(c2ccc(-c3nc4c(ncn4-c4ccccc4)c(=O)n3-c3ccc(Cl)cc3)cc2)OC1(C)C, [Cs+], [Cs+], Nc1ccc(Br)cn1, CN(C)C=O. The product is Nc1ccc(-c2ccc(-c3nc4c(ncn4-c4ccccc4)c(=O)n3-c3ccc(Cl)cc3)cc2)cn1. RXN SMILES: [C:47](=[O:48])([O-:49])[O-:50].[Cl:1][c:2]1[cH:3][cH:4][c:5](-[n:8]2[c:9](-[c:24]3[cH:25][cH:26][c:27]([B:30]4[O:31][C:32]([CH3:33])([CH3:34])[C:35]([CH3:36])([CH3:37])[O:38]4)[cH:28][cH:29]3)[n:10][c:11]3[n:12](-[c:18]4[cH:19][cH:20][cH:21][cH:22][cH:23]4)[cH:13][n:14][c:15]3[c:16]2=[O:17])[cH:6][cH:7]1.[Cs+:51].[Cs+:52].[NH2:39][c:40]1[n:41][cH:42][c:43]([Br:46])[cH:44][cH:45]1.[O:53]=[CH:54][N:55]([CH3:56])[CH3:57]>>[Cl:1][c:2]1[cH:3][cH:4][c:5](-[n:8]2[c:9](-[c:24]3[cH:25][cH:26][c:27](-[c:43]4[cH:42][n:41][c:40]([NH2:39])[cH:45][cH:44]4)[cH:28][cH:29]3)[n:10][c:11]3[n:12](-[c:18]4[cH:19][cH:20][cH:21][cH:22][cH:23]4)[cH:13][n:14][c:15]3[c:16]2=[O:17])[cH:6][cH:7]1. The reactants are CC(=O)O, CCc1cc(P(C)(=O)OC)c([N+](=O)[O-])s1, [Fe]. The product is CCc1cc(P(C)(=O)OC)c(N)s1. Reaction SMILES: [CH3:16][C:17](=[O:18])[OH:19].[CH3:1][P:2]([O:3][CH3:4])(=[O:5])[c:6]1[c:7]([N+:13]([O-:14])=[O:15])[s:8][c:9]([CH2:11][CH3:12])[cH:10]1.[Fe:20]>>[CH3:1][P:2]([O:3][CH3:4])(=[O:5])[c:6]1[c:7]([NH2:13])[s:8][c:9]([CH2:11][CH3:12])[cH:10]1. Starting materials: FC(C(=O)O)(F)F.COC([C@H](CC=1N=CSC1)NC(=O)[C@@H]1N[C@H]([C@]([C@H]1C1=C(C(=CC=C1)Cl)F)(C#N)C1=C(C=C(C=C1)Cl)F)CC(C)(C)C)=O ((S)-2-{[(2R,3S,4R,5S)-3-(3-chloro-2-fluoro-phenyl)-4-(4-chloro-2-fluoro-phenyl)-4-cyano-5-(2,2-dimethyl-propyl)-pyrrolidine-2-carbonyl]-amino}-3-thiazol-4-yl-propionic acid methyl ester trifluoroacetate salt), [Li+].[OH-] (LiOH). Reaction SMILES: [F:1][C:2]([F:7])([F:6])[C:3]([OH:5])=[O:4].C[O:9][C:10](=[O:49])[C@@H:11]([NH:18][C:19]([C@H:21]1[C@H:25]([C:26]2[CH:31]=[CH:30][CH:29]=[C:28]([Cl:32])[C:27]=2[F:33])[C@:24]([C:36]2[CH:41]=[CH:40][C:39]([Cl:42])=[CH:38][C:37]=2[F:43])([C:34]#[N:35])[C@H:23]([CH2:44][C:45]([CH3:48])([CH3:47])[CH3:46])[NH:22]1)=[O:20])[CH2:12][C:13]1[N:14]=[CH:15][S:16][CH:17]=1.[Li+].[OH-]>C1COCC1.CO.O>[F:1][C:2]([F:7])([F:6])[C:3]([OH:5])=[O:4].[Cl:32][C:28]1[C:27]([F:33])=[C:26]([C@@H:25]2[C@:24]([C:36]3[CH:41]=[CH:40][C:39]([Cl:42])=[CH:38][C:37]=3[F:43])([C:34]#[N:35])[C@H:23]([CH2:44][C:45]([CH3:48])([CH3:47])[CH3:46])[NH:22][C@H:21]2[C:19]([NH:18][C@@H:11]([CH2:12][C:13]2[N:14]=[CH:15][S:16][CH:17]=2)[C:10]([OH:49])=[O:9])=[O:20])[CH:31]=[CH:30][CH:29]=1 |f:0.1,2.3,7.8|. The product is FC(C(=O)O)(F)F.ClC=1C(=C(C=CC1)[C@H]1[C@@H](N[C@H]([C@]1(C#N)C1=C(C=C(C=C1)Cl)F)CC(C)(C)C)C(=O)N[C@H](C(=O)O)CC=1N=CSC1)F ((S)-2-{[(2R,3S,4R,5S)-3-(3-chloro-2-fluoro-phenyl)-4-(4-chloro-2-fluoro-phenyl)-4-cyano-5-(2,2-dimethyl-propyl)-pyrrolidine-2-carbonyl]-amino}-3-thiazol-4-yl-propionic acid trifluoroacetate salt). Reported procedure: A mixture of chiral (S)-2-{[(2R,3S,4R,5S)-3-(3-chloro-2-fluoro-phenyl)-4-(4-chloro-2-fluoro-phenyl)-4-cyano-5-(2,2-dimethyl-propyl)-pyrrolidine-2-carbonyl]-amino}-3-thiazol-4-yl-propionic acid methyl ester trifluoroacetate salt (112 mg, 0.176 mmol) was dissolved in THF (3 mL) and methanol (1 mL), then 2N LiOH (1 mL) was added and stirred at room temperature for 2 hours. The mixture was diluted with water and extracted with ethyl acetate (2×), the organic phase was separated then concentrated und... Conditions: time 2 hour. Isolated yield 31.7%. The solvent is O (water), CO (methanol), C1CCOC1 (THF). Reactants: [Br-], [Br-], CCCCOC(=O)C=Cc1cc(F)c(Cl)c(F)c1, [Pd], [Zn+2]. Yields the product CCCCOC(=O)CCc1cc(F)c(Cl)c(F)c1. RXN SMILES: [Br-:19].[Br-:21].[CH2:1]([CH2:2][CH2:3][CH3:4])[O:5][C:6]([CH:7]=[CH:8][c:9]1[cH:10][c:11]([F:17])[c:12]([Cl:16])[c:13]([F:15])[cH:14]1)=[O:18].[Pd:22].[Zn+2:20]>>[CH2:1]([CH2:2][CH2:3][CH3:4])[O:5][C:6]([CH2:7][CH2:8][c:9]1[cH:10][c:11]([F:17])[c:12]([Cl:16])[c:13]([F:15])[cH:14]1)=[O:18]. Starting materials: BrCCCCCC(COC1OCCCC1)(C)C (2-(7-bromo-2,2-dimethylheptyloxy)-tetrahydropyran), C1(=CC=C(C=C1)S(=O)(=O)C[N+]#[C-])C (p-toluenesulfonyl methyl isocyanide), [H-].[Na+] (sodium hydride). The reagents and catalysts are [I-].C(CCC)[N+](CCCC)(CCCC)CCCC (tetra-n-butylammonium iodide). The solvent is CS(=O)C (DMSO). Conditions: time 20 hour. Product: [N+](#[C-])C(CCCCCC(COC1OCCCC1)(C)C)(CCCCCC(COC1OCCCC1)(C)C)S(=O)(=O)C1=CC=C(C=C1)C (2-[8-isocyano-2,2,14,14-tetramethyl-15-(tetrahydropyran-2-yloxy)-8-(toluene-4-sulfonyl)-pentadecyloxy]-tetrahydropyran). The yield is 220.9%. As a reaction SMILES: Br[CH2:2][CH2:3][CH2:4][CH2:5][CH2:6][C:7]([CH3:17])([CH3:16])[CH2:8][O:9][CH:10]1[CH2:15][CH2:14][CH2:13][CH2:12][O:11]1.[C:18]1([CH3:30])[CH:23]=[CH:22][C:21]([S:24]([CH2:27][N+:28]#[C-:29])(=[O:26])=[O:25])=[CH:20][CH:19]=1.[H-].[Na+]>[I-].C([N+](CCCC)(CCCC)CCCC)CCC.CS(C)=O>[N+:28]([C:27]([S:24]([C:21]1[CH:20]=[CH:19][C:18]([CH3:30])=[CH:23][CH:22]=1)(=[O:25])=[O:26])([CH2:2][CH2:3][CH2:4][CH2:5][CH2:6][C:7]([CH3:16])([CH3:17])[CH2:8][O:9][CH:10]1[CH2:15][CH2:14][CH2:13][CH2:12][O:11]1)[CH2:2][CH2:3][CH2:4][CH2:5][CH2:6][C:7]([CH3:17])([CH3:16])[CH2:8][O:9][CH:10]1[CH2:15][CH2:14][CH2:13][CH2:12][O:11]1)#[C-:29] |f:2.3,4.5|. Procedure: Under nitrogen atmosphere, to a solution of 2-(7-bromo-2,2-dimethylheptyloxy)-tetrahydropyran (26.0 g, 39.4 mmol), tetra-n-butylammonium iodide (3.0 g, 8.1 mmol) and p-toluenesulfonyl methyl isocyanide (7.80 g, 39.4 mmol) in anhydrous DMSO (200 mL) was added sodium hydride (3.80 g, 20.5 mmol, 60% dispersion in mineral oil) in portions at 5-10° C. The reaction mixture was stirred at room temperature for 20 h and quenched with ice-water (400 mL). The product was extracted with diethyl ether (3□100... Product: O=[N+]([O-])C1CN(Cc2ccccc2)CC1c1cccc(Cl)c1. Reaction SMILES: [CH3:1][O:2][CH2:3][N:4]([CH2:5][Si:6]([CH3:7])([CH3:8])[CH3:9])[CH2:10][c:11]1[cH:12][cH:13][cH:14][cH:15][cH:16]1.[Cl:17][c:18]1[cH:19][c:20]([CH:24]=[CH:25][N+:26](=[O:27])[O-:28])[cH:21][cH:22][cH:23]1.[Cl:36][CH2:37][Cl:38].[OH:29][C:30]([C:31]([F:32])([F:33])[F:34])=[O:35]>>[CH2:3]1[N:4]([CH2:10][c:11]2[cH:12][cH:13][cH:14][cH:15][cH:16]2)[CH2:5][CH:25]([N+:26](=[O:27])[O-:28])[CH:24]1[c:20]1[cH:19][c:18]([Cl:17])[cH:23][cH:22][cH:21]1. Reactants: COCN(Cc1ccccc1)C[Si](C)(C)C, O=[N+]([O-])C=Cc1cccc(Cl)c1, ClCCl, O=C(O)C(F)(F)F.